Dataset: the Open Reaction Database (ORD), a public repository of structured organic reaction records. Task: describe an organic reaction: reactants, conditions, products, and yield Starting materials: C1=CN2CCCC3=CC=CC1=C23 (5,6-dihydro-4H-pyrrolo[3,2,1-ij]quinoline), C(#N)CC(=O)O (cyanoacetic acid). The solvent is C(C)(=O)OC(C)=O (acetic anhydride). The product is C1(=CN2CCCC3=CC=CC1=C23)C(CC#N)=O (3-(5,6-dihydro-4H-pyrrolo[3,2,1-ij]quinolin-1-yl)-3-oxo-propionitrile), colored crystals. As a reaction SMILES: [CH:1]1[C:11]2=[C:12]3[C:7](=[CH:8][CH:9]=[CH:10]2)[CH2:6][CH2:5][CH2:4][N:3]3[CH:2]=1.[C:13]([CH2:15][C:16](O)=[O:17])#[N:14]>C(OC(=O)C)(=O)C>[C:1]1([C:16](=[O:17])[CH2:15][C:13]#[N:14])[C:11]2=[C:12]3[C:7](=[CH:8][CH:9]=[CH:10]2)[CH2:6][CH2:5][CH2:4][N:3]3[CH:2]=1. Reported procedure: 5,6-dihydro-4H-pyrrolo[3,2,1-ij]quinoline (3.0 g, 19.1 mmol) and cyanoacetic acid (1.7 g, 20.0 mmol) in acetic anhydride (50 ml) were heated to 90° C. for 1.5 hours. After cooling to room temperature the product precipitated out, was filtered off, washed with cold methanol and dried under reduced pressure to obtain 3-(5,6-dihydro-4H-pyrrolo[3,2,1-ij]quinolin-1-yl)-3-oxo-propionitrile as cream colored crystals (3.457 g). 400 MHz 1H NMR (CDCl3) δ: 7.99 (d, J=7.6 Hz 1H), 7.83 (s, 1H), 7.25 (s, 1H),... The reactants are C(C)(C)(C)OC(=O)NCCC(=O)O (3-tert-Butoxycarbonylamino-propionic acid), C(#N)C1=CC=C(OC2=C(C(=O)NC3CCNCC3)C=CC(=N2)OC2=CC=C(C=C2)C#N)C=C1 (2,6-bis-(4-cyano phenoxy)-N-piperidine-4-yl nicotinamide). Product: C(C)(C)(C)OC(NCCC(=O)N1CCC(CC1)NC(=O)C=1C(=NC(=CC1)OC1=CC=C(C=C1)C#N)OC1=CC=C(C=C1)C#N)=O ([3-(4-{[2,6-bis-(4-cyano phenoxy)pyridine-3-carbonyl]amino}piperidine-1-yl)-3-oxo Propyl]carbamic Acid Tert-Butyl Ester). The yield is 81.0%. Reaction SMILES: [C:1]([O:5][C:6]([NH:8][CH2:9][CH2:10][C:11]([OH:13])=O)=[O:7])([CH3:4])([CH3:3])[CH3:2].[C:14]([C:16]1[CH:46]=[CH:45][C:19]([O:20][C:21]2[N:35]=[C:34]([O:36][C:37]3[CH:42]=[CH:41][C:40]([C:43]#[N:44])=[CH:39][CH:38]=3)[CH:33]=[CH:32][C:22]=2[C:23]([NH:25][CH:26]2[CH2:31][CH2:30][NH:29][CH2:28][CH2:27]2)=[O:24])=[CH:18][CH:17]=1)#[N:15]>>[C:1]([O:5][C:6](=[O:7])[NH:8][CH2:9][CH2:10][C:11]([N:29]1[CH2:30][CH2:31][CH:26]([NH:25][C:23]([C:22]2[C:21]([O:20][C:19]3[CH:18]=[CH:17][C:16]([C:14]#[N:15])=[CH:46][CH:45]=3)=[N:35][C:34]([O:36][C:37]3[CH:42]=[CH:41][C:40]([C:43]#[N:44])=[CH:39][CH:38]=3)=[CH:33][CH:32]=2)=[O:24])[CH2:27][CH2:28]1)=[O:13])([CH3:2])([CH3:3])[CH3:4]. Reported procedure: 3-tert-Butoxycarbonylamino-propionic acid (0.177 g, 0.91 mmol) and 2,6-bis-(4-cyano phenoxy)-N-piperidine-4-yl nicotinamide (0.4 g, 0.91 mmol) and other reagents as described in Example 9(e) were used to afford 0.45 g of the required product. Percentage purity (LCMS): 82.8%, (M+1)=610.1+1. Reactants: Clc1cc(Cl)cc(COC2OCCN(Cc3ccccc3)C2c2ccccc2)c1, CC(Cl)OC(=O)Cl, ClCCCl. Product: Clc1cc(Cl)cc(COC2OCCNC2c2ccccc2)c1. As a reaction SMILES: [CH2:1]([c:2]1[cH:3][cH:4][cH:5][cH:6][cH:7]1)[N:8]1[CH:9]([c:24]2[cH:25][cH:26][cH:27][cH:28][cH:29]2)[CH:10]([O:14][CH2:15][c:16]2[cH:17][c:18]([Cl:23])[cH:19][c:20]([Cl:22])[cH:21]2)[O:11][CH2:12][CH2:13]1.[Cl:30][C:31]([O:32][CH:33]([Cl:34])[CH3:35])=[O:36].[Cl:37][CH2:38][CH2:39][Cl:40]>>[NH:8]1[CH:9]([c:24]2[cH:25][cH:26][cH:27][cH:28][cH:29]2)[CH:10]([O:14][CH2:15][c:16]2[cH:17][c:18]([Cl:23])[cH:19][c:20]([Cl:22])[cH:21]2)[O:11][CH2:12][CH2:13]1. Starting materials: C(C)P(OC)C1=CC=CC=C1 (methyl ethylphenylphosphinite), C(CC)P(=O)(C1=NC(=CC(=N1)P(=O)(CCC)CCC)P(=O)(CCC)CCC)CCC (2,4,6-tris(dipropylphosphinyl)pyrimidine), C(C(C)C)P(OC)CC(C)C (methyl diisobutylphosphinite), C(C)P(=O)(C1=NC(=CC(=N1)P(=O)(C1=CC=CC=C1)CC)P(=O)(C1=CC=CC=C1)CC)C1=CC=CC=C1 (2,4,6-tris(ethylphenylphosphinyl)pyrimidine), C(CC)P(OCC)CCC (ethyl dipropylphosphinite). The product is C(C(C)C)P(=O)C1=NC(=CC(=N1)P(=O)CC(C)C)P(=O)CC(C)C (2,4,6-tris(isobutylphosphinyl)pyrimidine). RXN SMILES: C(P([C:6]1[CH:11]=CC=C[CH:7]=1)OC)C.[CH2:12]([P:14](C1C=CC=CC=1)([C:16]1[N:21]=[C:20]([P:22]([CH2:30]C)(C2C=CC=CC=2)=[O:23])[CH:19]=[C:18]([P:32](CC)([C:34]2[CH:39]=[CH:38]C=CC=2)=[O:33])[N:17]=1)=[O:15])C.[CH2:48](P(CCC)OCC)[CH2:49][CH3:50].[CH2:58](P(CCC)(C1N=C(P(CCC)(CCC)=O)C=C(P(CCC)(CCC)=O)N=1)=O)CC.C(P(CC(C)C)OC)C(C)C>>[CH2:12]([PH:14]([C:16]1[N:17]=[C:18]([PH:32]([CH2:34][CH:39]([CH3:38])[CH3:58])=[O:33])[CH:19]=[C:20]([PH:22]([CH2:30][CH:49]([CH3:50])[CH3:48])=[O:23])[N:21]=1)=[O:15])[CH:6]([CH3:11])[CH3:7]. Reported procedure: If methyl ethylphenylphosphinite is used in place of methyl diphenylphosphinite in substantially the same aforesaid procedure of this example, 2,4,6-tris(ethylphenylphosphinyl)pyrimidine will be formed. If ethyl dipropylphosphinite is used, the product will be 2,4,6-tris(dipropylphosphinyl)pyrimidine. If methyl diisobutylphosphinite is used, 2,4,6-tris(isobutylphosphinyl)pyrimidine will be formed. If ethyl dibenzylphosphinite is used, the product will be 2,4,6-tris(dibenzylphosphinyl)pyrimidine. Reactants: N#CC1(c2cccc(C(=O)O)c2)CC1, CCN=C=NCCCN(C)C, CN(C)C=O, Cl, Cc1ccc(N)cc1Oc1ccc2nc(NC(=O)C3CC3)cn2n1, On1nnc2ccccc21. The product is Cc1ccc(NC(=O)c2cccc(C3(C#N)CC3)c2)cc1Oc1ccc2nc(NC(=O)C3CC3)cn2n1. RXN SMILES: [C:25](#[N:26])[C:27]1([c:30]2[cH:31][c:32]([C:33](=[O:34])[OH:35])[cH:36][cH:37][cH:38]2)[CH2:28][CH2:29]1.[CH3:40][N:41]([CH3:42])[CH2:43][CH2:44][CH2:45][N:46]=[C:47]=[N:48][CH2:49][CH3:50].[CH3:61][N:62]([CH3:63])[CH:64]=[O:65].[ClH:39].[NH2:1][c:2]1[cH:3][cH:4][c:5]([CH3:24])[c:6]([O:7][c:8]2[cH:9][cH:10][c:11]3[n:12]([n:13]2)[cH:14][c:15]([NH:17][C:18](=[O:19])[CH:20]2[CH2:21][CH2:22]2)[n:16]3)[cH:23]1.[OH:51][n:52]1[c:53]2[cH:54][cH:55][cH:56][cH:57][c:58]2[n:59][n:60]1>>[NH:1]([c:2]1[cH:3][cH:4][c:5]([CH3:24])[c:6]([O:7][c:8]2[cH:9][cH:10][c:11]3[n:12]([n:13]2)[cH:14][c:15]([NH:17][C:18](=[O:19])[CH:20]2[CH2:21][CH2:22]2)[n:16]3)[cH:23]1)[C:33]([c:32]1[cH:31][c:30]([C:27]2([C:25]#[N:26])[CH2:28][CH2:29]2)[cH:38][cH:37][cH:36]1)=[O:34].